Dataset: the Open Reaction Database (ORD), a public repository of structured organic reaction records. Task: describe an organic reaction: reactants, conditions, products, and yield The reactants are BrC1=CC2=C(C=3N(CCO2)C=C(N3)C3=NC(=NN3C(C)C)C)C=C1 (9-Bromo-2-(1-isopropyl-3-methyl-1H-1,2,4-triazol-5-yl)-5,6-dihydrobenzo[f]imidazo[1,2-d][1,4]oxazepine), CC1(OB(OC1(C)C)B1OC(C(O1)(C)C)(C)C)C (4,4,4′,4′,5,5,5′,5′-octamethyl-2,2′-bi(1,3,2-dioxaborolane)), C(C)(=O)[O-].[K+] (potassium acetate). The reagents and catalysts are C1=CC=C(C=C1)P([C-]2C=CC=C2)C3=CC=CC=C3.C1=CC=C(C=C1)P([C-]2C=CC=C2)C3=CC=CC=C3.Cl[Pd]Cl.[Fe+2] ([1,1′-bis(diphenylphosphino)ferrocene]dichloropalladium(II)). The solvent is CS(=O)C (dimethylsulfoxide), O (water), ClCCl (dichloromethane), ClCCl (dichloromethane). Conditions: temperature 85 celsius. The product is C(C)(C)N1N=C(N=C1C=1N=C2N(CCOC3=C2C=CC=C3)C1)C (2-(1-isopropyl-3-methyl-1H-1,2,4-triazol-5-yl)-5,6-dihydrobenzo[f]imidazo[1,2-d][1,4]oxazepine), protio-dehalogenated. Yield: 7.0%. Reaction SMILES: Br[C:2]1[CH:24]=[CH:23][C:5]2[C:6]3[N:7]([CH:11]=[C:12]([C:14]4[N:18]([CH:19]([CH3:21])[CH3:20])[N:17]=[C:16]([CH3:22])[N:15]=4)[N:13]=3)[CH2:8][CH2:9][O:10][C:4]=2[CH:3]=1.CC1(C)C(C)(C)OB(B2OC(C)(C)C(C)(C)O2)O1.C([O-])(=O)C.[K+]>CS(C)=O.O.ClCCl.C1C=CC(P(C2C=CC=CC=2)[C-]2C=CC=C2)=CC=1.C1C=CC(P(C2C=CC=CC=2)[C-]2C=CC=C2)=CC=1.Cl[Pd]Cl.[Fe+2]>[CH:19]([N:18]1[C:14]([C:12]2[N:13]=[C:6]3[C:5]4[CH:23]=[CH:24][CH:2]=[CH:3][C:4]=4[O:10][CH2:9][CH2:8][N:7]3[CH:11]=2)=[N:15][C:16]([CH3:22])=[N:17]1)([CH3:21])[CH3:20] |f:2.3,7.8.9.10|. Reported procedure: A 25-mL round-bottomed flask was charged with 9-bromo-2-(1-isopropyl-3-methyl-1H-1,2,4-triazol-5-yl)-5,6-dihydrobenzo[f]imidazo[1,2-d][1,4]oxazepine 411 (1.0 g, 2.6 mmol), 4,4,4′,4′,5,5,5′,5′-octamethyl-2,2′-bi(1,3,2-dioxaborolane) (bispinacolato bisboronate, 0.719 g, 2.83 mmol), potassium acetate (0.76 g, 7.7 mmol) and [1,1′-bis(diphenylphosphino)ferrocene]dichloropalladium(II) in complex with dichloromethane (1:1) (0.21 g, 0.26 mmol) under a nitrogen atmosphere. The combined mixture was dilute... Starting materials: C[Si](N[Si](C)(C)C)(C)C (hexamethyldisilazane), ClCCCS(=O)(=O)Cl (3-chloropropanesulfonyl chloride). Conditions: temperature 120 celsius. The product is C[Si](NS(=O)(=O)CCCCl)(C)C (N-trimethylsilyl 3-Chloropropanesulfonamide). Isolated yield 72.5%. As a reaction SMILES: [CH3:1][Si:2]([CH3:9])([CH3:8])[NH:3][Si](C)(C)C.[Cl:10][CH2:11][CH2:12][CH2:13][S:14](Cl)(=[O:16])=[O:15]>>[CH3:1][Si:2]([CH3:9])([CH3:8])[NH:3][S:14]([CH2:13][CH2:12][CH2:11][Cl:10])(=[O:16])=[O:15]. Procedure details: A glass reactor equipped with a stirrer, reflux condenser and gas inlet was charged with hexamethyldisilazane (0.4235 mol, 91.2 ml) and 3-chloropropanesulfonyl chloride (0.4193 mol, 75.0 g). The contents of the reactor were heated. A refluxing liquid was first observed at a temperature of 85°-95° C., and the mixture became clear. The mixture became cloudy at a temperature of about 105 degrees. The temperature of the mixture was maintained at 120° C. for 90 minutes and at 145°-150° C. for 15 minu... Starting materials: CO, C[O-], COC(=O)OC, OCC(F)(F)C(F)F, [Na+]. Yields the product COC(=O)OCC(F)(F)C(F)F. RXN SMILES: [CH3:15][OH:16].[CH3:17][O-:18].[CH3:9][O:10][C:11](=[O:12])[O:13][CH3:14].[F:1][C:2]([CH2:3][OH:4])([CH:5]([F:6])[F:7])[F:8].[Na+:19]>>[F:1][C:2]([CH2:3][O:4][C:11]([O:10][CH3:9])=[O:12])([CH:5]([F:6])[F:7])[F:8]. The reactants are NC1=CC(N(C(N1C)=O)C)=O (6-amino-1,3-dimethyluracil), P(=O)(Cl)(Cl)Cl (phosphorus oxychloride). Solvent: CN(C=O)C (dimethylformamide). Reaction conditions: time 30 minute. Product: Cl.N=C1C(C(N(C(N1C)=O)C)=O)=CN(C)C (6-imino-1,3-dimethyl-5-dimethylaminomethylene-5,6-dihydrouracil hydrochloride). RXN SMILES: [NH2:1][C:2]1[N:7]([CH3:8])[C:6](=[O:9])[N:5]([CH3:10])[C:4](=[O:11])[CH:3]=1.P(Cl)(Cl)([Cl:14])=O>CN(C)C=O>[ClH:14].[NH:1]=[C:2]1[N:7]([CH3:8])[C:6](=[O:9])[N:5]([CH3:10])[C:4](=[O:11])[C:3]1=[CH:4][N:5]([CH3:10])[CH3:6] |f:3.4|. Reported procedure: 20 g (129 mmol) of 6-amino-1,3-dimethyluracil was suspended in 550 ml of dimethylformamide. 216 g of phosphorus oxychloride was added to the suspension at a temperature below 20° C., and the reaction mixture was stirred for 30 minutes. The resulting precipitate was filtered off and washed with acetone to give 6-imino-1,3-dimethyl-5-dimethylaminomethylene-5,6-dihydrouracil hydrochloride (compound 1) in a 95% yield. The product may also be used in the following reaction without further purificatio... Starting materials: CNC(=S)n1nc(N)nc1N, [Na+], O=C(O)c1ccccc1, O=C([O-])O, c1ccncc1. Product: CNC(=S)n1nc(NC(=O)c2ccccc2)nc1N. Reaction SMILES: [NH2:1][c:2]1[n:3][n:4]([C:8](=[S:9])[NH:10][CH3:11])[c:5]([NH2:7])[n:6]1.[Na+:21].[OH:12][C:13](=[O:14])[c:15]1[cH:16][cH:17][cH:18][cH:19][cH:20]1.[OH:22][C:23](=[O:24])[O-:25].[cH:26]1[cH:27][cH:28][n:29][cH:30][cH:31]1>>[NH:1]([c:2]1[n:3][n:4]([C:8](=[S:9])[NH:10][CH3:11])[c:5]([NH2:7])[n:6]1)[C:13](=[O:12])[c:15]1[cH:16][cH:17][cH:18][cH:19][cH:20]1. Starting materials: [Br-].[K+] (Potassium bromide), O1CC(C2C1OCC2)O (Hexahydrofuro[2,3-b]furan-3-ol), Cl[O-].[Na+] (Sodium hypochlorite). Reagents/catalysts: [Br-].C(CCC)[N+](CCCC)(CCCC)CCCC (Tetrabutyl ammonium bromide). Run in ClCCl (dichloromethane). Reaction conditions: temperature -5 celsius. Yields the product O1CC(C2C1OCC2)=O (Tetrahydrofuro[2,3-b]furan-3(2H)-one). Isolated yield 72.0%. As a reaction SMILES: [O:1]1[CH:5]2[O:6][CH2:7][CH2:8][CH:4]2[CH:3]([OH:9])[CH2:2]1.[Br-].[K+].Cl[O-].[Na+]>ClCCl.[Br-].C([N+](CCCC)(CCCC)CCCC)CCC>[O:1]1[CH:5]2[O:6][CH2:7][CH2:8][CH:4]2[C:3](=[O:9])[CH2:2]1 |f:1.2,3.4,6.7|. Reported procedure: Hexahydrofuro[2,3-b]furan-3-ol (55 g) was dissolved in dichloromethane (385 ml) sodium bicarbonate (10%, 165 ml) was added to it and cooled to −5° C. Potassium bromide (2.0 g), 2,2,6,6-Tetramethylpiperidin-1-yl)oxyl (TEMPO) (1.0 g) and Tetrabutyl ammonium bromide (1.0 g) was charged to the reaction. Sodium hypochlorite solution (365 ml) was added slowly by maintaining temp 0 to −6° C. Reaction mass was then maintained at 0 to −6° C. for 1 hr. Aqueous layer was separated and extracted with dichlo... The reactants are NC1=CC2=CN(N=C2C=C1)C1CCN(CC1)CC1=CC=C(C=C1)C(C(F)(F)F)(C(F)(F)F)O (2-(4-((4-(5-Amino-2H-indazol-2-yl)piperidin-1-yl)methyl)phenyl)-1,1,1,3,3,3-hexafluoropropan-2-ol), N1=CC=C(C=C1)NC(OC1=CC=CC=C1)=O (phenyl pyridin-4-ylcarbamate). The solvent is O1CCOCC1 (dioxane). Product: FC(C(C(F)(F)F)(O)C1=CC=C(CN2CCC(CC2)N2N=C3C=CC(=CC3=C2)NC(=O)NC2=CC=NC=C2)C=C1)(F)F (1-(2-(1-(4-(1,1,1,3,3,3-Hexafluoro-2-hydroxypropan-2-yl)benzyl)piperidin-4-yl)-2H-indazol-5-yl)-3-(pyridin-4-yl)urea). Isolated yield 11.1%. RXN SMILES: [NH2:1][C:2]1[CH:10]=[CH:9][C:8]2[C:4](=[CH:5][N:6]([CH:11]3[CH2:16][CH2:15][N:14]([CH2:17][C:18]4[CH:23]=[CH:22][C:21]([C:24]([OH:33])([C:29]([F:32])([F:31])[F:30])[C:25]([F:28])([F:27])[F:26])=[CH:20][CH:19]=4)[CH2:13][CH2:12]3)[N:7]=2)[CH:3]=1.[N:34]1[CH:39]=[CH:38][C:37]([NH:40][C:41](=O)[O:42]C2C=CC=CC=2)=[CH:36][CH:35]=1>O1CCOCC1>[F:30][C:29]([F:32])([F:31])[C:24]([C:21]1[CH:20]=[CH:19][C:18]([CH2:17][N:14]2[CH2:13][CH2:12][CH:11]([N:6]3[CH:5]=[C:4]4[C:8]([CH:9]=[CH:10][C:2]([NH:1][C:41]([NH:40][C:37]5[CH:38]=[CH:39][N:34]=[CH:35][CH:36]=5)=[O:42])=[CH:3]4)=[N:7]3)[CH2:16][CH2:15]2)=[CH:23][CH:22]=1)([OH:33])[C:25]([F:26])([F:27])[F:28]. Procedure: 2-(4-((4-(5-Amino-2H-indazol-2-yl)piperidin-1-yl)methyl)phenyl)-1,1,1,3,3,3-hexafluoropropan-2-ol (0.212 mmol, 0.1 g) and phenyl pyridin-4-ylcarbamate (0.318 mmol, 0.068 g) were combined and stirred in dioxane (2 mL) at 100° C. in a Reactivial. The solvent was removed and the resulting residue was purified by silica chromatography (eluting with a solvent gradient from dichloromethane to 8% methanol/dichloromethane) to afford the title compound (14 mg). As a reaction SMILES: [NH:1]1[C:9]2[C:4]3[C:5](=[CH:10][CH:11]=[CH:12][C:3]=3[C:2]1=[O:13])[CH:6]=[CH:7][CH:8]=2.[N+:14]([O-])([OH:16])=[O:15]>C(O)(=O)C>[N+:14]([C:6]1[C:5]2[C:4]3[C:9](=[CH:8][CH:7]=1)[NH:1][C:2](=[O:13])[C:3]=3[CH:12]=[CH:11][CH:10]=2)([O-:16])=[O:15]. Reactants: N1C(C2=C3C(C=CC=C13)=CC=C2)=O (benz[cd]indol-2(1H)-one), [N+](=O)(O)[O-] (nitric acid). Product: [N+](=O)([O-])C=1C=2C3=C(C(NC3=CC1)=O)C=CC2 (6-nitrobenz[cd]indol-2(1H)-one). Isolated yield 51.8%. Solvent: C(C)(=O)O (acetic acid). Procedure: To a mixture of 33.9 g (0.200 mol) benz[cd]indol-2(1H)-one in 150 ml glacial acetic acid was added dropwise 16.5 ml (0.260 mol) nitric acid. At first, there was a very minor exotherm and then, over the course of one hour, the reaction temperature rose to 50° C. The reaction mixture was gradually cooled to room temperature with a cold water bath. A thick dark green paste resulted. This mixture was filtered, washed with 50% aqueous acetic acid, and pulled as dry as possible. The resulting wet filt... Starting materials: O=C(CCc1ccc(C(=O)NCC(NC(=O)OCC23CC4CC(CC(C4)C2)C3)C(=O)O)s1)NC1=NCCCN1, CC(C)O, O=S(Cl)Cl. Product: CC(C)OC(=O)C(CNC(=O)c1ccc(CCC(=O)NC2=NCCCN2)s1)NC(=O)OCC12CC3CC(CC(C3)C1)C2. RXN SMILES: [C:1]12([CH2:11][O:12][C:13](=[O:14])[NH:15][CH:16]([C:17](=[O:18])[OH:19])[CH2:20][NH:21][C:22](=[O:23])[c:24]3[s:25][c:26]([CH2:29][CH2:30][C:31]([NH:32][C:33]4=[N:38][CH2:37][CH2:36][CH2:35][NH:34]4)=[O:39])[cH:27][cH:28]3)[CH2:2][CH:3]3[CH2:4][CH:5]([CH2:6][CH:7]([CH2:8]1)[CH2:9]3)[CH2:10]2.[CH:44]([CH3:45])([CH3:46])[OH:47].[S:40]([Cl:41])([Cl:42])=[O:43]>>[C:1]12([CH2:11][O:12][C:13](=[O:14])[NH:15][CH:16]([C:17]([O:18][CH:44]([CH3:45])[CH3:46])=[O:19])[CH2:20][NH:21][C:22](=[O:23])[c:24]3[s:25][c:26]([CH2:29][CH2:30][C:31]([NH:32][C:33]4=[N:38][CH2:37][CH2:36][CH2:35][NH:34]4)=[O:39])[cH:27][cH:28]3)[CH2:2][CH:3]3[CH2:4][CH:5]([CH2:6][CH:7]([CH2:8]1)[CH2:9]3)[CH2:10]2.